Dataset: the Open Reaction Database (ORD), a public repository of structured organic reaction records. Task: describe an organic reaction: reactants, conditions, products, and yield Reactants: COC(CCC\C=C/C[C@H]1[C@H](C[C@H]([C@@H]1\C=C\[C@H](C(CC=C(C)C)(C)C)OC1OCCCC1)OC1OCCCC1)O)=O ((5Z,13E)-(8R,9S,11R,12R,15R)-9-hydroxy-11,15-bis(tetrahydropyran-2-yloxy)-16,16,19-trimethyl-5,13,18-prostatrienoic acid methyl ester), C1(=CC=CC=C1)P(C1=CC=CC=C1)C1=CC=CC=C1 (triphenylphosphine), solution, C(Cl)(Cl)(Cl)Cl (carbon tetrachloride), N1=CC=CC=C1 (pyridine). Run in C(C)#N (acetonitrile), CCOCC (ether), CCCCCC (hexane). Run at time 10 minute. Yields the product COC(CCC\C=C/C[C@H]1[C@@H](C[C@H]([C@@H]1\C=C\[C@H](C(CC=C(C)C)(C)C)OC1OCCCC1)OC1OCCCC1)Cl)=O ((5Z,13E)-(8R,9R,11R,12R,15R)-9-Chloro-11,15-bis(tetrahydropyran-2-yloxy)-16,16,19-trimethyl-5,13,18-prostatrienoic Acid Methyl Ester). As a reaction SMILES: [CH3:1][O:2][C:3](=[O:41])[CH2:4][CH2:5][CH2:6]/[CH:7]=[CH:8]\[CH2:9][C@@H:10]1[C@@H:14](/[CH:15]=[CH:16]/[C@@H:17]([O:26][CH:27]2[CH2:32][CH2:31][CH2:30][CH2:29][O:28]2)[C:18]([CH3:25])([CH3:24])[CH2:19][CH:20]=[C:21]([CH3:23])[CH3:22])[C@H:13]([O:33][CH:34]2[CH2:39][CH2:38][CH2:37][CH2:36][O:35]2)[CH2:12][C@@H:11]1O.C1(P(C2C=CC=CC=2)C2C=CC=CC=2)C=CC=CC=1.C(Cl)(Cl)(Cl)[Cl:62].N1C=CC=CC=1>CCOCC.CCCCCC.C(#N)C>[CH3:1][O:2][C:3](=[O:41])[CH2:4][CH2:5][CH2:6]/[CH:7]=[CH:8]\[CH2:9][C@@H:10]1[C@@H:14](/[CH:15]=[CH:16]/[C@@H:17]([O:26][CH:27]2[CH2:32][CH2:31][CH2:30][CH2:29][O:28]2)[C:18]([CH3:25])([CH3:24])[CH2:19][CH:20]=[C:21]([CH3:23])[CH3:22])[C@H:13]([O:33][CH:34]2[CH2:39][CH2:38][CH2:37][CH2:36][O:35]2)[CH2:12][C@H:11]1[Cl:62]. Reported procedure: A solution of 1.15 g of (5Z,13E)-(8R,9S,11R,12R,15R)-9-hydroxy-11,15-bis(tetrahydropyran-2-yloxy)-16,16,19-trimethyl-5,13,18-prostatrienoic acid methyl ester, 780 mg of triphenylphosphine, and 15 ml of a solution of 0.97 ml of carbon tetrachloride, 0.79 ml of pyridine, and 48 ml of acetonitrile was stirred for 55 hours under argon at room temperature. The mixture was then diluted with 15 ml of ether and 30 ml of hexane, further stirred for 10 minutes, and filtered. The residue from the evaporati... Starting materials: COC(=O)C=1C(=C2C=C(C(N(C2=CN1)CC1=CC=CC=C1)=O)Br)O (1-benzyl-3-bromo-5-hydroxy-2-oxo-1,2-dihydro-[1,7]naphthyridine-6-carboxylic acid methyl ester), C(CCC)[Sn](C1=NC=CC=C1)(CCCC)CCCC (2-(tributylstannyl)pyridine), Cl (HCl), CCOC(=O)C (EtOAc). Reagents/catalysts: Cl[Pd]([P](C1=CC=CC=C1)(C2=CC=CC=C2)C3=CC=CC=C3)([P](C4=CC=CC=C4)(C5=CC=CC=C5)C6=CC=CC=C6)Cl (PdCl2(PPh3)2). Run in CN(C)C=O (DMF), [Cl-].[Na+].O (brine). Reaction conditions: temperature 120 celsius. The product is COC(=O)C=1C(=C2C=C(C(N(C2=CN1)CC1=CC=CC=C1)=O)C1=NC=CC=C1)O (1-Benzyl-5-hydroxy-2-oxo-3-pyridin-2-yl-1,2-dihydro-[1,7]naphthyridine-6-carboxylic acid methyl ester). Isolated yield 35.9%. As a reaction SMILES: [CH3:1][O:2][C:3]([C:5]1[C:6]([OH:24])=[C:7]2[C:12](=[CH:13][N:14]=1)[N:11]([CH2:15][C:16]1[CH:21]=[CH:20][CH:19]=[CH:18][CH:17]=1)[C:10](=[O:22])[C:9](Br)=[CH:8]2)=[O:4].C([Sn](CCCC)(CCCC)[C:30]1[CH:35]=[CH:34][CH:33]=[CH:32][N:31]=1)CCC.CCOC(C)=O.Cl>CN(C=O)C.[Cl-].[Na+].O.Cl[Pd](Cl)([P](C1C=CC=CC=1)(C1C=CC=CC=1)C1C=CC=CC=1)[P](C1C=CC=CC=1)(C1C=CC=CC=1)C1C=CC=CC=1>[CH3:1][O:2][C:3]([C:5]1[C:6]([OH:24])=[C:7]2[C:12](=[CH:13][N:14]=1)[N:11]([CH2:15][C:16]1[CH:21]=[CH:20][CH:19]=[CH:18][CH:17]=1)[C:10](=[O:22])[C:9]([C:30]1[CH:35]=[CH:34][CH:33]=[CH:32][N:31]=1)=[CH:8]2)=[O:4] |f:5.6.7,^1:61,80|. Procedure details: A mixture of 1-benzyl-3-bromo-5-hydroxy-2-oxo-1,2-dihydro-[1,7]naphthyridine-6-carboxylic acid methyl ester (70 mg, 0.18 mmol), 2-(tributylstannyl)pyridine (99 mg, 0.27 mmol), and PdCl2(PPh3)2 (25 mg, 0.036 mmol) in DMF (5 mL) was heated at 120° C. under nitrogen atmosphere for 3 h. After the mixture was cooled to r.t., brine (10 mL) and EtOAc (50 mL) were added. 1 M HCl was added with stirring until pH was about 3-4. The aqueous layer was extracted with additional EtOAc and the organic layers w...